From a dataset of the Open Reaction Database (ORD), a public repository of structured organic reaction records. describe an organic reaction: reactants, conditions, products, and yield Starting materials: CC1CC(=O)NN=C1c1ccc(N2CCN(C(=S)NC(=O)c3ccccc3)CC2)c([N+](=O)[O-])c1, O=C([O-])[O-], CO, [K+], [K+], O. Yields the product CC1CC(=O)NN=C1c1ccc(N2CCN(C(N)=S)CC2)c([N+](=O)[O-])c1. As a reaction SMILES: [C:1](=[O:2])([c:3]1[cH:4][cH:5][cH:6][cH:7][cH:8]1)[NH:9][C:10](=[S:11])[N:12]1[CH2:13][CH2:14][N:15]([c:18]2[c:19]([N+:32](=[O:33])[O-:34])[cH:20][c:21]([C:24]3=[N:29][NH:28][C:27](=[O:30])[CH2:26][CH:25]3[CH3:31])[cH:22][cH:23]2)[CH2:16][CH2:17]1.[C:36](=[O:37])([O-:38])[O-:39].[CH3:42][OH:43].[K+:40].[K+:41].[OH2:35]>>[NH2:9][C:10](=[S:11])[N:12]1[CH2:13][CH2:14][N:15]([c:18]2[c:19]([N+:32](=[O:33])[O-:34])[cH:20][c:21]([C:24]3=[N:29][NH:28][C:27](=[O:30])[CH2:26][CH:25]3[CH3:31])[cH:22][cH:23]2)[CH2:16][CH2:17]1. Reactants: COC1=CC=C(C=N1)B(O)O (6-methoxypyridin-3-ylboronic acid), C(C)C=1C=C(N)C=CC1 (3-ethylaniline), O.O=CC(=O)O (2-oxoacetic acid hydrate). The solvent is C(C)#N (acetonitrile). Conditions: time 8 hour. Yields the product C(C)C=1C=C(C=CC1)NC(C(=O)O)C=1C=NC(=CC1)OC (2-(3-ethylphenylamino)-2-(6-methoxypyridin-3-yl)acetic acid). Isolated yield 70.7%. RXN SMILES: [CH3:1][O:2][C:3]1[N:8]=[CH:7][C:6](B(O)O)=[CH:5][CH:4]=1.[CH2:12]([C:14]1[CH:15]=[C:16]([CH:18]=[CH:19][CH:20]=1)[NH2:17])[CH3:13].O.O=[CH:23][C:24]([OH:26])=[O:25]>C(#N)C>[CH2:12]([C:14]1[CH:15]=[C:16]([NH:17][CH:23]([C:6]2[CH:7]=[N:8][C:3]([O:2][CH3:1])=[CH:4][CH:5]=2)[C:24]([OH:26])=[O:25])[CH:18]=[CH:19][CH:20]=1)[CH3:13] |f:2.3|. Procedure: A mixture of 6-methoxypyridin-3-ylboronic acid (200 mg, 1.31 mmol), 3-ethylaniline (163 μl, 1.31 mmol), and 2-oxoacetic acid hydrate (120 mg, 1.31 mmol) in acetonitrile (20 ml) was stirred at room temperature overnight. The solvent was evaporated, and the crude product was purified by flash-chromatography (DCM/MeOH=9/1) to obtain 2-(3-ethylphenylamino)-2-(6-methoxypyridin-3-yl)acetic acid (265 mg, 70.8% yield).